This data is from the Open Reaction Database (ORD), a public repository of structured organic reaction records. The task is: describe an organic reaction: reactants, conditions, products, and yield The reactants are C(C)(C)(C)OC(=O)NC(CC(=O)O)C1=CSC=C1 (3-(tert-butoxycarbonylamino)-3-(thiophen-3-yl)propanoic acid), B.C1CCOC1 (BH3-THF). The solvent is C1CCOC1 (THF). Conditions: time 2 hour. Product: OCCC(C1=CSC=C1)NC(OC(C)(C)C)=O (tert-butyl 3-hydroxy-1-(thiophen-3-yl)propylcarbamate). RXN SMILES: [C:1]([O:5][C:6]([NH:8][CH:9]([C:14]1[CH:18]=[CH:17][S:16][CH:15]=1)[CH2:10][C:11](O)=[O:12])=[O:7])([CH3:4])([CH3:3])[CH3:2].B.C1COCC1>C1COCC1>[OH:12][CH2:11][CH2:10][CH:9]([NH:8][C:6](=[O:7])[O:5][C:1]([CH3:3])([CH3:2])[CH3:4])[C:14]1[CH:18]=[CH:17][S:16][CH:15]=1 |f:1.2|. Procedure details: To (±)-2-(tert-butoxycarbonylamino)-2-(thiophen-3-yl)propanoic acid (E4) in THF at 0° C. is added BH3-THF dropwise. The solution is allowed to warm to room temperature and stirred for an additional 2 hours. The solution is cooled to 0° C., quenched with AcOH (10%)/MeOH, and evaporated. Column chromatography (SiO2, EtOAc) gives pure tert-butyl 3-hydroxy-1-(thiophen-3-yl)propylcarbamate (E73A). The reactants are COS(=O)(=O)[O-].C[N+]=1N(C(=CC1C1=CC=CC=C1)C1=CC=CC=C1)C (1,2-Dimethyl-3,5-diphenylpyrazolium methyl sulfate), [OH-].[NH+]=1NC=CC1 (pyrazolium hydroxide), ClC1=C(OCC(=O)O)C=CC(=C1)Cl (2,4-dichlorophenoxyacetic acid). Run in O (H2O), O (H2O). Reaction conditions: time 24 hour. Yields the product ClC1=C(OCC(=O)[O-])C=CC(=C1)Cl.C[N+]=1N(C(=CC1C1=CC=CC=C1)C1=CC=CC=C1)C (1,2-Dimethyl-3,5-diphenylpyrazolium 2,4-dichlorophenoxyacetate). RXN SMILES: COS([O-])(=O)=O.[CH3:7][N+:8]1[N:9]([CH3:25])[C:10]([C:19]2[CH:24]=[CH:23][CH:22]=[CH:21][CH:20]=2)=[CH:11][C:12]=1[C:13]1[CH:18]=[CH:17][CH:16]=[CH:15][CH:14]=1.[OH-].[NH+]1NC=CC=1.[Cl:32][C:33]1[CH:43]=[C:42]([Cl:44])[CH:41]=[CH:40][C:34]=1[O:35][CH2:36][C:37]([OH:39])=[O:38]>O>[Cl:32][C:33]1[CH:43]=[C:42]([Cl:44])[CH:41]=[CH:40][C:34]=1[O:35][CH2:36][C:37]([O-:39])=[O:38].[CH3:25][N+:9]1[N:8]([CH3:7])[C:12]([C:13]2[CH:18]=[CH:17][CH:16]=[CH:15][CH:14]=2)=[CH:11][C:10]=1[C:19]1[CH:24]=[CH:23][CH:22]=[CH:21][CH:20]=1 |f:0.1,2.3,6.7|. Reported procedure: 1,2-Dimethyl-3,5-diphenylpyrazolium methyl sulfate was converted by ion exchange chromatography to the pyrazolium hydroxide. This was then titrated (H2O solution) with 2,4-dichlorophenoxyacetic acid. Solid 2,4-D was added and went into solution after a very short time. The pH of the solution was monitored using a pH meter. Addition of the acid was stopped at pH 7 (initially pH was 12 to 13). This H2O solution was kept at room temperature for 48 hours. The pH was then approximately 8. An addition...